Dataset: the Open Reaction Database (ORD), a public repository of structured organic reaction records. Task: describe an organic reaction: reactants, conditions, products, and yield Reactants: NC1=C2NC(N(C2=NC(=N1)OCCCC)CCCNCCCN1CCOCC1)=O (6-Amino-2-butoxy-9-[3-(3-morpholin-4-yl-propylamino)-propyl]-7,9-dihydro-purin-8-one), C(C1=CC=CC=C1)=O (Benzaldehyde), C(C)(=O)O[BH-](OC(C)=O)OC(C)=O.[Na+] (Sodium triacetoxyborohydride). Solvent: CN1CCCC1=O (NMP), CO (methanol). Conditions: time 15 minute. The product is NC1=C2NC(N(C2=NC(=N1)OCCCC)CCCN(CCCN1CCOCC1)CC1=CC=CC=C1)=O (6-Amino-9-{3-[benzyl(3-morpholin-4-ylpropyl)amino]propyl}-2-butoxy-7,9-dihydro-8H-purin-8-one). The yield is 55.7%. As a reaction SMILES: [NH2:1][C:2]1[N:10]=[C:9]([O:11][CH2:12][CH2:13][CH2:14][CH3:15])[N:8]=[C:7]2[C:3]=1[NH:4][C:5](=[O:29])[N:6]2[CH2:16][CH2:17][CH2:18][NH:19][CH2:20][CH2:21][CH2:22][N:23]1[CH2:28][CH2:27][O:26][CH2:25][CH2:24]1.[CH:30](=O)[C:31]1[CH:36]=[CH:35][CH:34]=[CH:33][CH:32]=1.C(O[BH-](OC(=O)C)OC(=O)C)(=O)C.[Na+]>CN1C(=O)CCC1.CO>[NH2:1][C:2]1[N:10]=[C:9]([O:11][CH2:12][CH2:13][CH2:14][CH3:15])[N:8]=[C:7]2[C:3]=1[NH:4][C:5](=[O:29])[N:6]2[CH2:16][CH2:17][CH2:18][N:19]([CH2:30][C:31]1[CH:36]=[CH:35][CH:34]=[CH:33][CH:32]=1)[CH2:20][CH2:21][CH2:22][N:23]1[CH2:24][CH2:25][O:26][CH2:27][CH2:28]1 |f:2.3|. Procedure details: 6-Amino-2-butoxy-9-[3-(3-morpholin-4-yl-propylamino)-propyl]-7,9-dihydro-purin-8-one (0.1 g), Benzaldehyde (0.03125 g, 0.03005 ml) were combined in NMP (1.5 mL) and stirred at RT for 15 mins. Sodium triacetoxyborohydride (0.078 g) was added and the reaction mixture was stirred for 16 h. The reaction mixture was diluted with methanol and purified by RPHPLC to give the title compound (0.068 g) Procedure: A suspension of 27.2 g (0.14 mol) of 5-chloromethyl-2-methyl-pyrimidin-4-ylamine hydrochloride, 29.8 g (0.14 mol) of 4-(4-fluoro-phenyl)-1,2,3,6-tetrahydropyridine hydrochloride and 42 g (0.30 mol) of dry potassium carbonate in 200 ml of dimethyl-formamide was stirred at room temperature for 18 hours. The mixture was suction filtered, the filter cake was washed with dichloromethane, the filtrate was completely freed from the solvents and the residue was crystallized twice from ethyl acetate/cycl... Starting materials: Cl.ClCC=1C(=NC(=NC1)C)N (5-chloromethyl-2-methyl-pyrimidin-4-ylamine hydrochloride), Cl.FC1=CC=C(C=C1)C=1CCNCC1 (4-(4-fluoro-phenyl)-1,2,3,6-tetrahydropyridine hydrochloride), C([O-])([O-])=O.[K+].[K+] (potassium carbonate). Reaction SMILES: Cl.Cl[CH2:3][C:4]1[C:5]([NH2:11])=[N:6][C:7]([CH3:10])=[N:8][CH:9]=1.Cl.[F:13][C:14]1[CH:19]=[CH:18][C:17]([C:20]2[CH2:21][CH2:22][NH:23][CH2:24][CH:25]=2)=[CH:16][CH:15]=1.C(=O)([O-])[O-].[K+].[K+]>CN(C)C=O>[F:13][C:14]1[CH:19]=[CH:18][C:17]([C:20]2[CH2:25][CH2:24][N:23]([CH2:3][C:4]3[C:5]([NH2:11])=[N:6][C:7]([CH3:10])=[N:8][CH:9]=3)[CH2:22][CH:21]=2)=[CH:16][CH:15]=1 |f:0.1,2.3,4.5.6|. Solvent: CN(C=O)C (dimethyl-formamide). Reaction conditions: time 18 hour. Isolated yield 27.8%. Yields the product FC1=CC=C(C=C1)C=1CCN(CC1)CC=1C(=NC(=NC1)C)N (5-[4-(4-fluoro-phenyl)-3,6-dihydro-2H-pyridin-1-ylmethyl]-2-methyl-pyrimidin-4-ylamine). Starting materials: CCN=C=NCCCN(C)C, COc1ccc(S(=O)(=O)N(CC(=O)O)Cc2ccccc2)cc1, CN1CCOCC1, CN(C)C=O, Cl, Cl, Nc1nc(=S)ss1, On1nnc2ccccc21. Product: COc1ccc(S(=O)(=O)N(CC(=O)Nc2nc(=S)ss2)Cc2ccccc2)cc1. RXN SMILES: [CH2:19]([N:20]=[C:21]=[N:22][CH2:23][CH2:24][CH2:25][N:26]([CH3:27])[CH3:28])[CH3:29].[CH2:30]([c:31]1[cH:32][cH:33][cH:34][cH:35][cH:36]1)[N:37]([CH2:38][C:39](=[O:40])[OH:41])[S:42](=[O:43])(=[O:44])[c:45]1[cH:46][cH:47][c:48]([O:51][CH3:52])[cH:49][cH:50]1.[CH3:1][N:2]1[CH2:3][CH2:4][O:5][CH2:6][CH2:7]1.[CH3:61][N:62]([CH3:63])[CH:64]=[O:65].[ClH:18].[ClH:60].[NH2:53][c:54]1[s:55][s:56][c:57](=[S:59])[n:58]1.[OH:8][n:9]1[c:10]2[cH:11][cH:12][cH:13][cH:14][c:15]2[n:16][n:17]1>>[CH2:30]([c:31]1[cH:32][cH:33][cH:34][cH:35][cH:36]1)[N:37]([CH2:38][C:39](=[O:40])[NH:53][c:54]1[s:55][s:56][c:57](=[S:59])[n:58]1)[S:42](=[O:43])(=[O:44])[c:45]1[cH:46][cH:47][c:48]([O:51][CH3:52])[cH:49][cH:50]1. Starting materials: Cc1ccccc1, Oc1ccc(C(F)(F)F)cc1, CC(C)OC(=O)N=NC(=O)OC(C)C, CC(C)(C)C(=O)Nc1cccc(CO)n1. The product is CC(C)(C)C(=O)Nc1cccc(COc2ccc(C(F)(F)F)cc2)n1. Reaction SMILES: [CH3:41][c:42]1[cH:43][cH:44][cH:45][cH:46][cH:47]1.[F:16][C:17]([c:18]1[cH:19][cH:20][c:21]([OH:24])[cH:22][cH:23]1)([F:25])[F:26].[O:27]=[C:28]([O:29][CH:30]([CH3:31])[CH3:32])[N:33]=[N:34][C:35]([O:36][CH:37]([CH3:38])[CH3:39])=[O:40].[OH:1][CH2:2][c:3]1[cH:4][cH:5][cH:6][c:7]([NH:9][C:10]([C:11]([CH3:12])([CH3:13])[CH3:14])=[O:15])[n:8]1>>[O:1]([CH2:2][c:3]1[cH:4][cH:5][cH:6][c:7]([NH:9][C:10]([C:11]([CH3:12])([CH3:13])[CH3:14])=[O:15])[n:8]1)[c:21]1[cH:20][cH:19][c:18]([C:17]([F:16])([F:25])[F:26])[cH:23][cH:22]1. Starting materials: C=C(C(C(=O)OCC)c1ccc(Cl)cc1)C(F)(F)F, [Na+], [OH-], O. The product is C=C(C(C(=O)O)c1ccc(Cl)cc1)C(F)(F)F. Reaction SMILES: [CH2:3]([CH3:4])[O:5][C:6]([CH:7]([C:8](=[CH2:9])[C:10]([F:11])([F:12])[F:13])[c:14]1[cH:15][cH:16][c:17]([Cl:20])[cH:18][cH:19]1)=[O:21].[Na+:2].[OH-:1].[OH2:22]>>[O:5]=[C:6]([CH:7]([C:8](=[CH2:9])[C:10]([F:11])([F:12])[F:13])[c:14]1[cH:15][cH:16][c:17]([Cl:20])[cH:18][cH:19]1)[OH:21]. Starting materials: CC(=O)c1ccc(C(=O)O)cc1, COc1cc(OC)c(-c2nncn2CC(C)C)cc1C=O, C[O-], CN(C)C=O, [Li+]. The product is COc1cc(OC)c(-c2nncn2CC(C)C)cc1C=CC(=O)c1ccc(C(=O)O)cc1. As a reaction SMILES: [C:1]([CH3:2])(=[O:3])[c:4]1[cH:5][cH:6][c:7]([C:8](=[O:9])[OH:10])[cH:11][cH:12]1.[CH2:13]([CH:14]([CH3:15])[CH3:16])[n:17]1[c:18](-[c:22]2[c:23]([O:32][CH3:33])[cH:24][c:25]([O:30][CH3:31])[c:26]([CH:27]=[O:28])[cH:29]2)[n:19][n:20][cH:21]1.[CH3:34][O-:35].[CH3:37][N:38]([CH3:39])[CH:40]=[O:41].[Li+:36]>>[C:1]([CH:2]=[CH:27][c:26]1[c:25]([O:30][CH3:31])[cH:24][c:23]([O:32][CH3:33])[c:22](-[c:18]2[n:17]([CH2:13][CH:14]([CH3:15])[CH3:16])[cH:21][n:20][n:19]2)[cH:29]1)(=[O:3])[c:4]1[cH:5][cH:6][c:7]([C:8](=[O:9])[OH:10])[cH:11][cH:12]1.